This data is from the Open Reaction Database (ORD), a public repository of structured organic reaction records. The task is: describe an organic reaction: reactants, conditions, products, and yield Reactants: C[S-], CO, CCOC(=O)C1=Cc2cc(C)cc(CI)c2OC1C(F)(F)F, [Na+]. Yields the product CCOC(=O)C1=Cc2cc(C)cc(CSC)c2OC1C(F)(F)F. As a reaction SMILES: [CH3:23][S-:24].[CH3:26][OH:27].[I:1][CH2:2][c:3]1[cH:4][c:5]([CH3:22])[cH:6][c:7]2[c:12]1[O:11][CH:10]([C:13]([F:14])([F:15])[F:16])[C:9]([C:17](=[O:18])[O:19][CH2:20][CH3:21])=[CH:8]2.[Na+:25]>>[CH2:2]([c:3]1[cH:4][c:5]([CH3:22])[cH:6][c:7]2[c:12]1[O:11][CH:10]([C:13]([F:14])([F:15])[F:16])[C:9]([C:17](=[O:18])[O:19][CH2:20][CH3:21])=[CH:8]2)[S:24][CH3:23]. The reactants are CCOC(=O)CSc1ncc(C(=O)Nc2ccc(F)cc2)c(NCCNC(=O)OC(C)(C)C)n1, ClCCl, O=C(O)C(F)(F)F. Product: CCOC(=O)CSc1ncc(C(=O)Nc2ccc(F)cc2)c(NCCN)n1. Reaction SMILES: [CH2:1]([CH3:2])[O:3][C:4]([CH2:5][S:6][c:7]1[n:8][cH:9][c:10]([C:24]([NH:25][c:26]2[cH:27][cH:28][c:29]([F:32])[cH:30][cH:31]2)=[O:33])[c:11]([NH:13][CH2:14][CH2:15][NH:16][C:17]([O:18][C:19]([CH3:20])([CH3:21])[CH3:22])=[O:23])[n:12]1)=[O:34].[Cl:35][CH2:36][Cl:37].[F:38][C:39]([F:40])([F:41])[C:42]([OH:43])=[O:44]>>[CH2:1]([CH3:2])[O:3][C:4]([CH2:5][S:6][c:7]1[n:8][cH:9][c:10]([C:24]([NH:25][c:26]2[cH:27][cH:28][c:29]([F:32])[cH:30][cH:31]2)=[O:33])[c:11]([NH:13][CH2:14][CH2:15][NH2:16])[n:12]1)=[O:34]. Reactants: C(C)OC(=O)C1CC2=C(C3=CC=C(C=C3N=C2CC1)Cl)NNC1=CC=CC=C1 (6-Chloro-1,2,3,4-tetrahydro-9-(2-phenylhydrazino)-2-acridinecarboxylic acid ethyl ester), O (water), [OH-].[Na+] (NaOH). Run in C(C)O (ethanol). Run at time 8 hour. Yields the product O.ClC=1C=C2N=C3CCC(CC3=C(C2=CC1)NNC1=CC=CC=C1)C(=O)O.ClC=1C=C2N=C3CCC(CC3=C(C2=CC1)NNC1=CC=CC=C1)C(=O)O (6-Chloro-1,2,3,4-tetrahydro-9-(2-phenylhydrazino)-2-acridinecarboxylic acid hemihydrate). The yield is 3.3%. RXN SMILES: C([O:3][C:4]([CH:6]1[CH2:19][CH2:18][C:17]2[C:8](=[C:9]([NH:21][NH:22][C:23]3[CH:28]=[CH:27][CH:26]=[CH:25][CH:24]=3)[C:10]3[C:15]([N:16]=2)=[CH:14][C:13]([Cl:20])=[CH:12][CH:11]=3)[CH2:7]1)=[O:5])C.O.[OH-].[Na+]>C(O)C>[OH2:3].[Cl:20][C:13]1[CH:14]=[C:15]2[C:10](=[CH:11][CH:12]=1)[C:9]([NH:21][NH:22][C:23]1[CH:24]=[CH:25][CH:26]=[CH:27][CH:28]=1)=[C:8]1[C:17]([CH2:18][CH2:19][CH:6]([C:4]([OH:5])=[O:3])[CH2:7]1)=[N:16]2.[Cl:20][C:13]1[CH:14]=[C:15]2[C:10](=[CH:11][CH:12]=1)[C:9]([NH:21][NH:22][C:23]1[CH:24]=[CH:25][CH:26]=[CH:27][CH:28]=1)=[C:8]1[C:17]([CH2:18][CH2:19][CH:6]([C:4]([OH:5])=[O:3])[CH2:7]1)=[N:16]2 |f:2.3,5.6.7|. Reported procedure: A mixture of 2.0 g (0.0051 mol) of the compound of Example 10, 6.4 ml of water, 6.4 ml of ethanol, and 0.4 g of NaOH is stirred at ambient temperature overnight, then concentrated in vacuo. The residue is dissolved in water and extracted with ethyl acetate. The aqueous phase is acidified using acetic acid and extracted with methylene chloride. The organic extracts are dried over Na2SO4, and concentrated in vacuo. The resulting powder is triturated with petroleum ether to give 42 mg of the title ... Starting materials: O.NC1CCN(CC1)CCC1=CNC2=CC=CC=C12 (3-[2-(4-amino-1-piperidyl)ethyl]indole monohydrate), ClC1=CC=C(C=C1)S(=O)(=O)Cl (p-chlorobenzenesulphonyl chloride). The product is ClC1=CC=C(C=C1)S(=O)(=O)NC1CCN(CC1)CCC1=CNC2=CC=CC=C12 (3-[2-(4-p-Chlorobenzenesulphonamido-1-piperidyl)ethyl]indole). RXN SMILES: O.[NH2:2][CH:3]1[CH2:8][CH2:7][N:6]([CH2:9][CH2:10][C:11]2[C:19]3[C:14](=[CH:15][CH:16]=[CH:17][CH:18]=3)[NH:13][CH:12]=2)[CH2:5][CH2:4]1.[Cl:20][C:21]1[CH:26]=[CH:25][C:24]([S:27](Cl)(=[O:29])=[O:28])=[CH:23][CH:22]=1>>[Cl:20][C:21]1[CH:26]=[CH:25][C:24]([S:27]([NH:2][CH:3]2[CH2:8][CH2:7][N:6]([CH2:9][CH2:10][C:11]3[C:19]4[C:14](=[CH:15][CH:16]=[CH:17][CH:18]=4)[NH:13][CH:12]=3)[CH2:5][CH2:4]2)(=[O:29])=[O:28])=[CH:23][CH:22]=1 |f:0.1|. Procedure: Using an analogous procedure to Example 1 3-[2-(4-amino-1-piperidyl)ethyl]indole monohydrate may be reacted with p-chlorobenzenesulphonyl chloride to give the title compound.